describe an organic reaction: reactants, conditions, products, and yield From a dataset of the Open Reaction Database (ORD), a public repository of structured organic reaction records. Starting materials: C(C)(C)(C)OC(=O)NCCNC(=O)C1=C(C(=O)N[C@@H](CC=2C(=C(C(=O)OC(C)(C)C)C=CC2)OC)B2OC3(C4C(C(CC3O2)C4)(C)C)C)C=CC=C1 (tert-butyl 3-((2R)-2-(2-(2-(tert-butoxycarbonylamino)ethylcarbamoyl)benzamido)-2-(2,9,9-trimethyl-3,5-dioxa-4-bora-tricyclo[6.1.1.02,6]dec-4-yl)ethyl)-2-methoxybenzoate), B(Cl)(Cl)Cl (BCl3). Product: NCCNC(=O)C1=C(C(=O)N[C@@H]2B(OC3=C(C2)C=CC=C3C(=O)O)O)C=CC=C1 ((R)-3-(2-(2-aminoethylcarbamoyl)benzamido)-2-hydroxy-3,4-dihydro-2H-benzo[e][1,2]oxaborinine-8-carboxylic acid). RXN SMILES: C(OC([NH:8][CH2:9][CH2:10][NH:11][C:12]([C:14]1[CH:52]=[CH:51][CH:50]=[CH:49][C:15]=1[C:16]([NH:18][C@H:19]([B:36]1[O:44]C2C(C)(C3CC(C2)C3(C)C)[O:37]1)[CH2:20][C:21]1[C:22](OC)=[C:23]([CH:31]=[CH:32][CH:33]=1)[C:24]([O:26]C(C)(C)C)=[O:25])=[O:17])=[O:13])=O)(C)(C)C.B(Cl)(Cl)Cl>>[NH2:8][CH2:9][CH2:10][NH:11][C:12]([C:14]1[CH:52]=[CH:51][CH:50]=[CH:49][C:15]=1[C:16]([NH:18][C@H:19]1[CH2:20][C:21]2[CH:33]=[CH:32][CH:31]=[C:23]([C:24]([OH:26])=[O:25])[C:22]=2[O:44][B:36]1[OH:37])=[O:17])=[O:13]. Reported procedure: Prepared from tert-butyl 3-((2R)-2-(2-(2-(tert-butoxycarbonylamino)ethylcarbamoyl)benzamido)-2-(2,9,9-trimethyl-3,5-dioxa-4-bora-tricyclo[6.1.1.02,6]dec-4-yl)ethyl)-2-methoxybenzoate and BCl3 following the procedure described in Step 2 of Example 3. The product was then purified by reverse phase HPLC and dried using lyophilization. ESI-MS m/z 398 (MH)+. RXN SMILES: [AlH4-:2].[CH2:8]([CH2:9][CH2:10][CH3:11])[n:12]1[n:13][n:14][c:15]2[c:16]1[cH:17][cH:18][c:19]([C:21](=[O:22])[OH:23])[cH:20]2.[Li+:1].[O:3]1[CH2:4][CH2:5][CH2:6][CH2:7]1.[OH2:24]>>[CH2:8]([CH2:9][CH2:10][CH3:11])[n:12]1[n:13][n:14][c:15]2[c:16]1[cH:17][cH:18][c:19]([CH2:21][OH:22])[cH:20]2. Product: CCCCn1nnc2cc(CO)ccc21. Reactants: [AlH4-], CCCCn1nnc2cc(C(=O)O)ccc21, [Li+], C1CCOC1, O. The reactants are C(CCC)C=1NC2=CC=C(C=C2C(N1)=O)C#C (2-butyl-6-ethynyl-4(1H)quinazolinone), palladium-on-barium sulfate. Solvent: N1=CC=CC=C1 (pyridine). Run at time 48 hour. Yields the product C(CCC)C=1NC2=CC=C(C=C2C(N1)=O)CC (2-Butyl-6-ethyl-4(1H)-quinazolinone). Isolated yield 63.3%. As a reaction SMILES: [CH2:1]([C:5]1[NH:6][C:7]2[C:12]([C:13](=[O:15])[N:14]=1)=[CH:11][C:10]([C:16]#[CH:17])=[CH:9][CH:8]=2)[CH2:2][CH2:3][CH3:4]>N1C=CC=CC=1>[CH2:1]([C:5]1[NH:6][C:7]2[C:12]([C:13](=[O:15])[N:14]=1)=[CH:11][C:10]([CH2:16][CH3:17])=[CH:9][CH:8]=2)[CH2:2][CH2:3][CH3:4]. Procedure: To a suspension of 0.278 g of 2-butyl-6-ethynyl-4(1H)quinazolinone in 8 ml of pyridine is added 0.080 g of 5% palladium-on-barium sulfate. The reaction is stirred under a hydrogen atmosphere for 48 hours, filtered, concentrated in vacuo and the residue purified by flash chromatography on silica gel eluting with ethyl acetate-hexanes to give 0.179 g of the desired product. CI MASS SPEC 231(MH+). Reactants: [Al+3], C1CCOC1, COC(=O)c1ccc(-c2cc(OC)ccc2F)c(OC2CCCCO2)c1, [H-], [H-], [H-], [H-], [Li+], O. Yields the product COc1ccc(F)c(-c2ccc(CO)cc2OC2CCCCO2)c1. Reaction SMILES: [Al+3:28].[CH2:33]1[O:34][CH2:35][CH2:36][CH2:37]1.[F:1][c:2]1[c:3](-[c:10]2[c:11]([O:20][CH:21]3[O:22][CH2:23][CH2:24][CH2:25][CH2:26]3)[cH:12][c:13]([C:16](=[O:17])[O:18][CH3:19])[cH:14][cH:15]2)[cH:4][c:5]([O:8][CH3:9])[cH:6][cH:7]1.[H-:27].[H-:30].[H-:31].[H-:32].[Li+:29].[OH2:38]>>[F:1][c:2]1[c:3](-[c:10]2[c:11]([O:20][CH:21]3[O:22][CH2:23][CH2:24][CH2:25][CH2:26]3)[cH:12][c:13]([CH2:16][OH:17])[cH:14][cH:15]2)[cH:4][c:5]([O:8][CH3:9])[cH:6][cH:7]1.